describe an organic reaction: reactants, conditions, products, and yield From a dataset of the Open Reaction Database (ORD), a public repository of structured organic reaction records. Reactants: NC=1C=C2C(=C(N(C2=CC1)CC1=CC=CC=C1)C(=O)OCC)C=1C=C2C=CNC2=CC1 (ethyl 5-amino-1-benzyl-1H,1′H-3,5′-biindole-2-carboxylate), C1(=CC=CC=C1)S(=O)(=O)Cl (phenylsulfonyl chloride). Run in C(C)#N (ACN). Yields the product C(C1=CC=CC=C1)N1C(=C(C2=CC(=CC=C12)NS(=O)(=O)C1=CC=CC=C1)C=1C=C2C=CNC2=CC1)C(=O)O (1-benzyl-5-[(phenylsulfonyl)amino]-1H,1′H-3,5′-biindole-2-carboxylic acid). Reaction SMILES: [NH2:1][C:2]1[CH:3]=[C:4]2[C:8](=[CH:9][CH:10]=1)[N:7]([CH2:11][C:12]1[CH:17]=[CH:16][CH:15]=[CH:14][CH:13]=1)[C:6]([C:18]([O:20]CC)=[O:19])=[C:5]2[C:23]1[CH:24]=[C:25]2[C:29](=[CH:30][CH:31]=1)[NH:28][CH:27]=[CH:26]2.[C:32]1([S:38](Cl)(=[O:40])=[O:39])[CH:37]=[CH:36][CH:35]=[CH:34][CH:33]=1>C(#N)C>[CH2:11]([N:7]1[C:8]2[C:4](=[CH:3][C:2]([NH:1][S:38]([C:32]3[CH:37]=[CH:36][CH:35]=[CH:34][CH:33]=3)(=[O:40])=[O:39])=[CH:10][CH:9]=2)[C:5]([C:23]2[CH:24]=[C:25]3[C:29](=[CH:30][CH:31]=2)[NH:28][CH:27]=[CH:26]3)=[C:6]1[C:18]([OH:20])=[O:19])[C:12]1[CH:13]=[CH:14][CH:15]=[CH:16][CH:17]=1. Reported procedure: The title compound was prepared from ethyl 5-amino-1-benzyl-1H,1′H-3,5′-biindole-2-carboxylate and phenylsulfonyl chloride followed the procedure of Example 1 Step 3 as a gray solid: 1H NMR (DMSO-d6) δ 5.75 (s, 2H, 6.46 (t, J=2.0 Hz, 1H, 6.99 (dd, J=8.3, 2.0 Hz, 1H, 7.00-7.10 (m, 4H, 7.18-7.32 (m, 3H, 7.36-7.46 (m, 3H, 7.45-7.55 (m, 3H), 7.60-7.68 (m, 3H, 9.88 (s, 1H, 11.14 (s, 1H, 12.80 (br s, 1H; MS (ESI) m/z 522 (MH+); MS (ESI) m/z 520 [M-H]−; HRMS calcd for C30H24N3O4S: 522.1485; found (ESI+... The reactants are C(C1=CC=CC=C1)N1C(COCC1)(C)CO (4-benzyl-3-hydroxymethyl-3-methylmorpholine), [H-].[Na+] (sodium hydride), C(C)(=O)OCC (ethyl acetate), CI (methyl iodide). The solvent is O1CCCC1 (tetrahydrofuran), O1CCCC1 (tetrahydrofuran), O (water). Reaction conditions: temperature 70 celsius, time 1 hour. The product is C(C1=CC=CC=C1)N1C(COCC1)(C)COC (4-benzyl-3-methoxymethyl-3-methylmorpholine). As a reaction SMILES: [CH2:1]([N:8]1[CH2:13][CH2:12][O:11][CH2:10][C:9]1([CH2:15][OH:16])[CH3:14])[C:2]1[CH:7]=[CH:6][CH:5]=[CH:4][CH:3]=1.[H-].[Na+].CI.[C:21](OCC)(=O)C>O1CCCC1.O>[CH2:1]([N:8]1[CH2:13][CH2:12][O:11][CH2:10][C:9]1([CH2:15][O:16][CH3:21])[CH3:14])[C:2]1[CH:3]=[CH:4][CH:5]=[CH:6][CH:7]=1 |f:1.2|. Procedure details: A solution of 4-benzyl-3-hydroxymethyl-3-methylmorpholine (1 g) in tetrahydrofuran (10 ml) was added dropwise to a suspension of sodium hydride (60% oil suspension; 0.27 g) in tetrahydrofuran (20 ml) at room temperature under nitrogen atmosphere and the whole was stirred at 70° C. for 1 hour. After cooling, methyl iodide (0.34 ml) was added to the mixture and the whole was stirred at 40° C. for 1 hour. After cooling, ethyl acetate and water were added to the mixture and the organic layer was sep... Product: C(#N)C1=CC=C(C=C1)N(CC1=CC=C(C=C1)[N+](=O)[O-])C=1C=NC=NC1 (5-[N-(4-Cyanophenyl)-N-(4-nitrobenzyl)amino]pyrimidine). RXN SMILES: [C:1]([C:3]1[CH:8]=[CH:7][C:6]([NH:9][C:10]2[CH:11]=[N:12][CH:13]=[N:14][CH:15]=2)=[CH:5][CH:4]=1)#[N:2].[N+:16]([C:19]1[CH:26]=[CH:25][C:22]([CH2:23]Br)=[CH:21][CH:20]=1)([O-:18])=[O:17]>>[C:1]([C:3]1[CH:8]=[CH:7][C:6]([N:9]([C:10]2[CH:15]=[N:14][CH:13]=[N:12][CH:11]=2)[CH2:23][C:22]2[CH:25]=[CH:26][C:19]([N+:16]([O-:18])=[O:17])=[CH:20][CH:21]=2)=[CH:5][CH:4]=1)#[N:2]. Procedure details: Starting compounds: 5-[(4-Cyanophenyl)amino]pyrimidine and 4-nitrobenzyl bromide The reactants are C(#N)C1=CC=C(C=C1)NC=1C=NC=NC1 (5-[(4-Cyanophenyl)amino]pyrimidine), [N+](=O)([O-])C1=CC=C(CBr)C=C1 (4-nitrobenzyl bromide). Reactants: CCCCP(=CC#N)(CCCC)CCCC, OCC1CCCO1, Cc1ccccc1, O=S(=O)(Cc1cc(F)ccc1F)c1ccc(Cl)cc1. Product: O=S(=O)(c1ccc(Cl)cc1)C(CC1CCCO1)c1cc(F)ccc1F. Reaction SMILES: [C:27]([CH:28]=[P:29]([CH2:30][CH2:31][CH2:32][CH3:33])([CH2:34][CH2:35][CH2:36][CH3:37])[CH2:38][CH2:39][CH2:40][CH3:41])#[N:42].[CH2:20]([CH:21]1[CH2:22][CH2:23][CH2:24][O:25]1)[OH:26].[CH3:43][c:44]1[cH:45][cH:46][cH:47][cH:48][cH:49]1.[Cl:1][c:2]1[cH:3][cH:4][c:5]([S:8](=[O:9])(=[O:10])[CH2:11][c:12]2[c:13]([F:19])[cH:14][cH:15][c:16]([F:18])[cH:17]2)[cH:6][cH:7]1>>[Cl:1][c:2]1[cH:3][cH:4][c:5]([S:8](=[O:9])(=[O:10])[CH:11]([c:12]2[c:13]([F:19])[cH:14][cH:15][c:16]([F:18])[cH:17]2)[CH2:20][CH:21]2[CH2:22][CH2:23][CH2:24][O:25]2)[cH:6][cH:7]1. Starting materials: C(C)(C)(C)C1=C(C(=C(C(=C1F)F)C(S(=O)(=O)C(F)(F)F)S(=O)(=O)C(F)(F)F)F)F (4-tert-butyl-2,3,5,6-tetrafluorophenylbis(triflyl)methane), [Li]C(C)(C)C (t-BuLi), O(S(=O)(=O)C(F)(F)F)S(=O)(=O)C(F)(F)F (Tf2O). Yields the product FC1=C(C(=C(C(=C1C(S(=O)(=O)C(F)(F)F)S(=O)(=O)C(F)(F)F)F)F)F)F (pentafluorophenylbis(triflyl)methane), O(S(=O)(=O)C(F)(F)F)S(=O)(=O)C(F)(F)F (Tf2O). As a reaction SMILES: [Li]C(C)(C)C.[O:6]([S:14]([C:17]([F:20])([F:19])[F:18])(=[O:16])=[O:15])[S:7]([C:10]([F:13])([F:12])[F:11])(=[O:9])=[O:8].C([C:25]1[C:30]([F:31])=[C:29]([F:32])[C:28]([CH:33]([S:41]([C:44]([F:47])([F:46])[F:45])(=[O:43])=[O:42])[S:34]([C:37]([F:40])([F:39])[F:38])(=[O:36])=[O:35])=[C:27]([F:48])[C:26]=1[F:49])(C)(C)C>>[F:48][C:27]1[C:28]([CH:33]([S:41]([C:44]([F:45])([F:46])[F:47])(=[O:42])=[O:43])[S:34]([C:37]([F:39])([F:40])[F:38])(=[O:35])=[O:36])=[C:29]([F:32])[C:30]([F:31])=[C:25]([F:11])[C:26]=1[F:49].[O:6]([S:7]([C:10]([F:13])([F:11])[F:12])(=[O:9])=[O:8])[S:14]([C:17]([F:20])([F:19])[F:18])(=[O:16])=[O:15]. Reported procedure: As it is described in Table 2 that the yield of pentafluorophenylbis(triflyl)methane is 45%, it was revealed that when pentafluorophenylbis(triflyl)methane is produced using a pentafluoromethylbromide, both of pentafluorophenylbis(triflyl)methane and 4-tert-butyl-2,3,5,6-tetrafluorophenylbis(triflyl)methane can be obtained at a ratio of 1:1 (45% yield, respectively). However, it was found out that when 1.0 equivalent weight of t-BuLi and 0.5 equivalent weight of Tf2O are used, the production of ...